Dataset: the Open Reaction Database (ORD), a public repository of structured organic reaction records. Task: describe an organic reaction: reactants, conditions, products, and yield The reactants are N1=C(C=CC=C1)C1=CC=C(C=C1)C (4-(2-Pyridyl)toluene), BrN1C(CCC1=O)=O (N-bromosuccinimide), N(=NC(C#N)(C)C)C(C#N)(C)C (α,α′-azobis(isobutyronitrile)). Run in ClC(Cl)(Cl)Cl (tetrachloromethane). Yields the product N1=C(C=CC=C1)C1=CC=C(CBr)C=C1 (4-(2-Pyridyl)benzyl bromide). RXN SMILES: [N:1]1[CH:6]=[CH:5][CH:4]=[CH:3][C:2]=1[C:7]1[CH:12]=[CH:11][C:10]([CH3:13])=[CH:9][CH:8]=1.[Br:14]N1C(=O)CCC1=O.N(C(C)(C)C#N)=NC(C)(C)C#N>ClC(Cl)(Cl)Cl>[N:1]1[CH:6]=[CH:5][CH:4]=[CH:3][C:2]=1[C:7]1[CH:8]=[CH:9][C:10]([CH2:13][Br:14])=[CH:11][CH:12]=1. Reported procedure: 4-(2-Pyridyl)toluene, 2 mL (1.98 g, 11.7 mmol), N-bromosuccinimide (NBS), 2.5 g (14.0 mmol), and α,α′-azobis(isobutyronitrile) (AIBN), 23 mg (0.14 mmol) were suspended in 35 mL tetrachloromethane, and refluxed for 24 hours. The product was filtered, and the solvent removed from the filtrate by rotary evaporation. Equal amounts of chloroform and water were added and the product extracted. The chloroform layer was separated and dried, and the solvent removed. 4-(2-Pyridyl)benzyl bromide, 2 g, was ... The reactants are CCOC(C)=O, CO, O, O, Cc1ccc(SCCc2nc3n(n2)CCCC3c2ccccc2C(F)(F)F)cc1. The product is Cc1ccc(S(=O)CCc2nc3n(n2)CCCC3c2ccccc2C(F)(F)F)cc1. Reaction SMILES: [CH3:30][CH2:31][O:32][C:33](=[O:34])[CH3:35].[CH3:38][OH:39].[OH2:36].[OH2:37].[c:1]1([CH3:29])[cH:2][cH:3][c:4]([S:7][CH2:8][CH2:9][c:10]2[n:11][n:12]3[c:13]([n:28]2)[CH:14]([c:18]2[c:19]([C:24]([F:25])([F:26])[F:27])[cH:20][cH:21][cH:22][cH:23]2)[CH2:15][CH2:16][CH2:17]3)[cH:5][cH:6]1>>[c:1]1([CH3:29])[cH:2][cH:3][c:4]([S:7]([CH2:8][CH2:9][c:10]2[n:11][n:12]3[c:13]([n:28]2)[CH:14]([c:18]2[c:19]([C:24]([F:25])([F:26])[F:27])[cH:20][cH:21][cH:22][cH:23]2)[CH2:15][CH2:16][CH2:17]3)=[O:32])[cH:5][cH:6]1. The reactants are NaIO4, FC(C(CO)O)C1=CC2=C(C(OC2)=O)C=C1 (5-(1-Fluoro-2,3-dihydroxypropyl)-2-benzofuran-1(3H)-one), C(Cl)(Cl)(Cl)Cl.O.CC(C)(C)O (CCl4-H2O t-BuOH). Run in C(Cl)(Cl)(Cl)Cl.CC(C)(C)O (CCl4 t-BuOH), O (H2O), O (H2O). Reaction conditions: time 1.5 hour. The product is FC(C=O)C1=CC2=C(C(OC2)=O)C=C1 (Fluoro(1-oxo-1,3-dihydro-2-benzofuran-5-yl)acetaldehyde). Reaction SMILES: [F:1][CH:2]([C:7]1[CH:16]=[CH:15][C:10]2[C:11](=[O:14])[O:12][CH2:13][C:9]=2[CH:8]=1)[CH:3]([OH:6])CO.C(Cl)(Cl)(Cl)Cl.O.CC(O)(C)C>C(Cl)(Cl)(Cl)Cl.CC(O)(C)C.O>[F:1][CH:2]([C:7]1[CH:16]=[CH:15][C:10]2[C:11](=[O:14])[O:12][CH2:13][C:9]=2[CH:8]=1)[CH:3]=[O:6] |f:1.2.3,4.5|. Procedure details: NaIO4 (71 mg, 0.33 mmol) was added to a stirring solution of 5-(1-Fluoro-2,3-dihydroxypropyl)-2-benzofuran-1(3H)-one (30 mg, 0.13 mmol) in 5:2:2 CCl4-H2O-t-BuOH (5 mL) (the starting material was dissolved in CCl4-t-BuOH, and H2O was added last). After stirring 1.5 hours, the suspension was diluted with H2O (3 mL) and extracted with CH2Cl2 (50 mL). The combined organic extracts were washed with 10% aqueous NaHSO3 (8 mL) and water (8 mL), dried over Na2SO4 and evaporated. The residue was purified ... The reactants are CS(C)=O, NCc1ccccc1, Cc1ccc(S(=O)(=O)OCC2CO2)cc1, Cc1ccc(S(=O)(=O)OCC2COc3ccc4c(c3O2)CC(=O)N4)cc1. Product: O=C1Cc2c(ccc3c2OC(CNCc2ccccc2)CO3)N1. Reaction SMILES: [CH3:50][S:51]([CH3:52])=[O:53].[NH2:42][CH2:43][c:44]1[cH:45][cH:46][cH:47][cH:48][cH:49]1.[O:27]([CH2:28][CH:29]1[O:30][CH2:31]1)[S:32]([c:33]1[cH:34][cH:35][c:36]([CH3:37])[cH:38][cH:39]1)(=[O:40])=[O:41].[c:1]1([CH3:2])[cH:3][cH:4][c:5]([S:6]([O:7][CH2:11][CH:12]2[CH2:13][O:14][c:15]3[c:16]([c:17]4[c:21]([cH:22][cH:23]3)[NH:20][C:19](=[O:24])[CH2:18]4)[O:25]2)(=[O:8])=[O:9])[cH:10][cH:26]1>>[CH2:11]([CH:12]1[CH2:13][O:14][c:15]2[c:16]([c:17]3[c:21]([cH:22][cH:23]2)[NH:20][C:19](=[O:24])[CH2:18]3)[O:25]1)[NH:42][CH2:43][c:44]1[cH:45][cH:46][cH:47][cH:48][cH:49]1. The reactants are FC1=C(C=CC=C1F)[C@@H](\C=N\[S@](=O)C(C)(C)C)CCC=C ((R,E)-N—((S)-2-(2,3-difluorophenyl)hex-5-enylidene)-2-methylpropane-2-sulfinamide), C(C)(C)NC(C)C (diisopropylamine), BrC1=NC=CN=C1 (2-bromopyrazine), [Li]CCCC (n-BuLi). The solvent is O1CCCC1 (tetrahydrofuran), C(C)(=O)OCC.CCCCCC (ethyl acetate hexane), O1CCCC1 (tetrahydrofuran). Run at temperature -30 celsius, time 5 minute. Yields the product BrC=1C(=NC=CN1)[C@H]([C@@H](CCC=C)C1=C(C(=CC=C1)F)F)N[S@](=O)C(C)(C)C ((R)—N-((1S,2S)-1-(3-bromopyrazin-2-yl)-2-(2,3-difluorophenyl)hex-5-enyl)-2-methylpropane-2-sulfinamide). Yield: 62.3%. RXN SMILES: C(NC(C)C)(C)C.[Li]CCCC.[Br:13][C:14]1[CH:19]=[N:18][CH:17]=[CH:16][N:15]=1.[F:20][C:21]1[C:26]([F:27])=[CH:25][CH:24]=[CH:23][C:22]=1[C@H:28]([CH2:37][CH2:38][CH:39]=[CH2:40])/[CH:29]=[N:30]/[S@@:31]([C:33]([CH3:36])([CH3:35])[CH3:34])=[O:32]>O1CCCC1.C(OCC)(=O)C.CCCCCC>[Br:13][C:14]1[C:19]([C@@H:29]([NH:30][S@@:31]([C:33]([CH3:36])([CH3:35])[CH3:34])=[O:32])[C@H:28]([C:22]2[CH:23]=[CH:24][CH:25]=[C:26]([F:27])[C:21]=2[F:20])[CH2:37][CH2:38][CH:39]=[CH2:40])=[N:18][CH:17]=[CH:16][N:15]=1 |f:5.6|. Procedure: In an oven-dried 250 mL round-bottomed flask was dissolved diisopropylamine (1.7 mL, 12 mmol) in tetrahydrofuran (40 mL) to give a colorless solution under nitrogen. After cooling to −30° C., n-BuLi (4.3 mL, 11 mmol) was added, and the mixture was briefly warmed up to rt for 3 min. After cooling down to −78° C., 2-bromopyrazine (0.98 mL, 10.7 mmol) was added dropwise via syringe. The resulting yellow solution was stirred at −78° C. for 5 min. (R,E)-N—((S)-2-(2,3-difluorophenyl)hex-5-enylidene)-2...